From a dataset of the Open Reaction Database (ORD), a public repository of structured organic reaction records. describe an organic reaction: reactants, conditions, products, and yield Reactants: C(C)OC(=O)N1CCC2=C(CC1)C=C(C=C2)[N+](=O)[O-] (7-Nitro-1,2,4,5-tetrahydro-benzo[d]azepine-3-carboxylic acid ethyl ester). Reported procedure: Into a Parr hydrogenation bottle, the product from step (a) (17 g) dissolved in EtOAc (200 ml) was added. To the Ar purged bottle 10% Pd—C (1.7 g) was added. The reaction mixture was shaken under hydrogen (50 psi) for 3 hours. The reaction mixture was filtered through celite and solvent evaporated in vacuo to give the sub-title compound as an off-white solid (12.9 g). 1H NMR (300 MHz, CDCl3) δ 6.77 (d, J=7.8 Hz, 1H); 6.35 (s, 1H); 6.30 (d, J=8.1 Hz, 1H); 4.84 (s, 2H); 4.06 (q, J=6.9 Hz, 2H); 3.4... Conditions: time 3 hour. Run in CCOC(=O)C (EtOAc). Product: C(C)OC(=O)N1CCC2=C(CC1)C=C(C=C2)N (7-Amino-1,2,4,5-tetrahydro-benzo[d]azepine-3-carboxylic acid ethyl ester). As a reaction SMILES: [CH2:1]([O:3][C:4]([N:6]1[CH2:12][CH2:11][C:10]2[CH:13]=[C:14]([N+:17]([O-])=O)[CH:15]=[CH:16][C:9]=2[CH2:8][CH2:7]1)=[O:5])[CH3:2]>CCOC(C)=O>[CH2:1]([O:3][C:4]([N:6]1[CH2:12][CH2:11][C:10]2[CH:13]=[C:14]([NH2:17])[CH:15]=[CH:16][C:9]=2[CH2:8][CH2:7]1)=[O:5])[CH3:2]. Isolated yield 85.6%. Product: C(C)OC(C=C(C1=CNC2=CC=CC=C12)C1=CC=C2C=CNC2=C1)=O (3-(1H-Indol-6-yl)-3-(1H-indol-3-yl)-acrylic acid ethyl ester). Reported procedure: A sealed tube flushed with N2 was charged with 3-(1H-indol-3-yl)-acrylic acid ethyl ester (323 mg, 1.5 mmol), 6-bromoindole (196 mg, 1 mmol), tetra-butylammonium bromide (64.4 mg, 0.2 mmol), TEA (209 μl, 1.5 mmol) and palladium-dichloro-[bis(tri-ortho-tolyl)phophine] (39.3 mg, 0.05 mmol). The mixture was stirred at 114° C. for 1 hour, cooled to room temperature, dissolved in DCM, and purified via flash chromatography (hexane/EtOAc) to afford 3-(1H-indol-6-yl)-3-(1H-indol-3-yl)-acrylic acid ethyl... Yield: 75.7%. Starting materials: C(C)OC(C=CC1=CNC2=CC=CC=C12)=O (3-(1H-indol-3-yl)-acrylic acid ethyl ester), BrC1=CC=C2C=CNC2=C1 (6-bromoindole), TEA, palladium dichloro-[bis(tri-ortho-tolyl)phophine]. The reagents and catalysts are [Br-].C(CCC)[N+](CCCC)(CCCC)CCCC (tetra-butylammonium bromide). Reaction SMILES: [CH2:1]([O:3][C:4](=[O:16])[CH:5]=[CH:6][C:7]1[C:15]2[C:10](=[CH:11][CH:12]=[CH:13][CH:14]=2)[NH:9][CH:8]=1)[CH3:2].Br[C:18]1[CH:26]=[C:25]2[C:21]([CH:22]=[CH:23][NH:24]2)=[CH:20][CH:19]=1>[Br-].C([N+](CCCC)(CCCC)CCCC)CCC.C(Cl)Cl>[CH2:1]([O:3][C:4](=[O:16])[CH:5]=[C:6]([C:18]1[CH:26]=[C:25]2[C:21]([CH:22]=[CH:23][NH:24]2)=[CH:20][CH:19]=1)[C:7]1[C:15]2[C:10](=[CH:11][CH:12]=[CH:13][CH:14]=2)[NH:9][CH:8]=1)[CH3:2] |f:2.3|. Run in C(Cl)Cl (DCM). Reaction conditions: temperature 114 celsius, time 1 hour. Starting materials: C1=CC=CC=2SC(C3=C(C21)C=CC=C3)C(=O)O (6H-dibenzo[b,d]thiopyran-6-carboxylic acid), CN(CCO)C (2-dimethylaminoethanol). Run in S(=O)(Cl)Cl (thionyl chloride), C1=CC=CC=C1 (benzene). Product: C1=CC=CC=2SC(C3=C(C21)C=CC=C3)C(=O)OCCN(C)C (6H-dibenzo[b,d]thiopyran-6-carboxylic acid, 2-dimethylamino-ethyl ester). The yield is 70.0%. RXN SMILES: [CH:1]1[C:10]2[C:9]3[CH:11]=[CH:12][CH:13]=[CH:14][C:8]=3[CH:7]([C:15]([OH:17])=[O:16])[S:6][C:5]=2[CH:4]=[CH:3][CH:2]=1.[CH3:18][N:19]([CH3:23])[CH2:20][CH2:21]O>S(Cl)(Cl)=O.C1C=CC=CC=1>[CH:1]1[C:10]2[C:9]3[CH:11]=[CH:12][CH:13]=[CH:14][C:8]=3[CH:7]([C:15]([O:17][CH2:21][CH2:20][N:19]([CH3:23])[CH3:18])=[O:16])[S:6][C:5]=2[CH:4]=[CH:3][CH:2]=1. Procedure: 6H-dibenzo[b,d]thiopyran-6-carboxylic acid (3.4 g; 0.014 mol) was suspended in thionyl chloride (30 ml) and after 20 hours at room temperature the solution was evaporated in vacuo. The crude residue was dissolved in 80 ml of benzene and the obtained solution was added dropwise, at room temperature, to a solution of 2-dimethylaminoethanol (42 ml; 0.042 mol) in 80 ml of benzene. After half an hour the solution was washed with water and dried over sodium sulfate and concentrated to dryness. 6H-dibe... Reactants: CC1(C)CC(c2cccc(N)c2)Nc2ccc(C(F)(F)F)cc21, ClCCl, O=S(=O)(Cl)c1cccc(F)c1, c1ccncc1. Yields the product CC1(C)CC(c2cccc(NS(=O)(=O)c3cccc(F)c3)c2)Nc2ccc(C(F)(F)F)cc21. RXN SMILES: [CH3:1][C:2]1([CH3:23])[CH2:3][CH:4]([c:16]2[cH:17][c:18]([NH2:22])[cH:19][cH:20][cH:21]2)[NH:5][c:6]2[cH:7][cH:8][c:9]([C:12]([F:13])([F:14])[F:15])[cH:10][c:11]21.[Cl:41][CH2:42][Cl:43].[F:30][c:31]1[cH:32][c:33]([S:37](=[O:38])(=[O:39])[Cl:40])[cH:34][cH:35][cH:36]1.[cH:24]1[cH:25][cH:26][n:27][cH:28][cH:29]1>>[CH3:1][C:2]1([CH3:23])[CH2:3][CH:4]([c:16]2[cH:17][c:18]([NH:22][S:37]([c:33]3[cH:32][c:31]([F:30])[cH:36][cH:35][cH:34]3)(=[O:38])=[O:39])[cH:19][cH:20][cH:21]2)[NH:5][c:6]2[cH:7][cH:8][c:9]([C:12]([F:13])([F:14])[F:15])[cH:10][c:11]21.